Task: describe an organic reaction: reactants, conditions, products, and yield. Dataset: the Open Reaction Database (ORD), a public repository of structured organic reaction records Reactants: ClC1=CC=C(C=C1)C(O)(C1=CN=CN1C)C=1C=C2C(=C(C(=NC2=CC1)Cl)C1=CC=CC=C1)Cl ((4-Chlorophenyl)(2,4-dichloro-3-phenylquinolin-6-yl)(1-methyl-1H-imidazol-5-yl)methanol), CNC (dimethylamine). Conditions: temperature 85 celsius. The product is ClC1=C(C(=NC2=CC=C(C=C12)C(O)(C1=CN=CN1C)C1=CC=C(C=C1)Cl)N(C)C)C1=CC=CC=C1 ((4-Chloro-2-(dimethylamino)-3-phenylquinolin-6-yl)(4-chlorophenyl)(1-methyl-1H-imidazol-5-yl)methanol). As a reaction SMILES: [Cl:1][C:2]1[CH:7]=[CH:6][C:5]([C:8]([C:16]2[CH:17]=[C:18]3[C:23](=[CH:24][CH:25]=2)[N:22]=[C:21](Cl)[C:20]([C:27]2[CH:32]=[CH:31][CH:30]=[CH:29][CH:28]=2)=[C:19]3[Cl:33])([C:10]2[N:14]([CH3:15])[CH:13]=[N:12][CH:11]=2)[OH:9])=[CH:4][CH:3]=1.[CH3:34][NH:35][CH3:36]>>[Cl:33][C:19]1[C:18]2[C:23](=[CH:24][CH:25]=[C:16]([C:8]([C:5]3[CH:4]=[CH:3][C:2]([Cl:1])=[CH:7][CH:6]=3)([C:10]3[N:14]([CH3:15])[CH:13]=[N:12][CH:11]=3)[OH:9])[CH:17]=2)[N:22]=[C:21]([N:35]([CH3:36])[CH3:34])[C:20]=1[C:27]1[CH:28]=[CH:29][CH:30]=[CH:31][CH:32]=1. Procedure: (4-Chlorophenyl)(2,4-dichloro-3-phenylquinolin-6-yl)(1-methyl-1H-imidazol-5-yl)methanol (124 mg, 0.251 mmol, Example 65) was treated with dimethylamine (2 M in MeOH, 2 mL, 4 mmol) and the resulting suspension was heated in a sealed tube in an 85° C. oil bath for 2 days. The mixture was concentrated in vacuo and the residue was purified by flash column chromatography (Biotage NH column, 0-1% MeOH-DCM) to provide the title compound as a cream-colored foam. 1H NMR (400 MHz, CDCl3) δ 8.10 (d, J=2.20... Reactants: [C-]#N, CCO, FC(F)(F)c1ccc(Oc2ccc(CCl)cn2)cc1, [Na+]. Yields the product N#CCc1ccc(Oc2ccc(C(F)(F)F)cc2)nc1. Reaction SMILES: [C-:20]#[N:21].[CH3:23][CH2:24][OH:25].[Cl:1][CH2:2][c:3]1[cH:4][cH:5][c:6]([O:9][c:10]2[cH:11][cH:12][c:13]([C:16]([F:17])([F:18])[F:19])[cH:14][cH:15]2)[n:7][cH:8]1.[Na+:22]>>[CH2:2]([c:3]1[cH:4][cH:5][c:6]([O:9][c:10]2[cH:11][cH:12][c:13]([C:16]([F:17])([F:18])[F:19])[cH:14][cH:15]2)[n:7][cH:8]1)[C:20]#[N:21]. Reactants: C1CCOC1, [Li]CCCC, O=Cc1ccccc1, C[Si](C)(C)CCOCn1nc(C=Cc2ccccc2)c2ccc(I)cc21. Yields the product C[Si](C)(C)CCOCn1nc(C=Cc2ccccc2)c2ccc(C(O)c3ccccc3)cc21. RXN SMILES: [CH2:40]1[O:41][CH2:42][CH2:43][CH2:44]1.[CH3:27][CH2:28][CH2:29][CH2:30][Li:31].[CH:32](=[O:33])[c:34]1[cH:35][cH:36][cH:37][cH:38][cH:39]1.[I:1][c:2]1[cH:3][cH:4][c:5]2[c:6]([CH:19]=[CH:20][c:21]3[cH:22][cH:23][cH:24][cH:25][cH:26]3)[n:7][n:8]([CH2:11][O:12][CH2:13][CH2:14][Si:15]([CH3:16])([CH3:17])[CH3:18])[c:9]2[cH:10]1>>[c:2]1([CH:32]([OH:33])[c:34]2[cH:35][cH:36][cH:37][cH:38][cH:39]2)[cH:3][cH:4][c:5]2[c:6]([CH:19]=[CH:20][c:21]3[cH:22][cH:23][cH:24][cH:25][cH:26]3)[n:7][n:8]([CH2:11][O:12][CH2:13][CH2:14][Si:15]([CH3:16])([CH3:17])[CH3:18])[c:9]2[cH:10]1. The reactants are C(C1=CC=CC=C1)(=O)NC=1C=CC(=C(C1)NC(C1=C(C=C(C=C1)OC)[N+](=O)[O-])=O)Cl (N-(5-benzamido-2-chlorophenyl)-4-methoxy-2-nitrobenzamide), O (water), C(C)(=O)O (acetic acid), resultant mixture, C([O-])([O-])=O.[Na+].[Na+] (sodium carbonate), O (Water). The reagents and catalysts are [Fe] (Iron). The solvent is C(C)O (ethanol). The product is C(C1=CC=CC=C1)(=O)NC=1C=CC(=C(C1)NC(C1=C(C=C(C=C1)OC)N)=O)Cl (N-(5-benzamido-2-chlorophenyl)-2-amino-4-methoxybenzamide). Yield: 46.0%. Reaction SMILES: [C:1]([NH:9][C:10]1[CH:11]=[CH:12][C:13]([Cl:30])=[C:14]([NH:16][C:17](=[O:29])[C:18]2[CH:23]=[CH:22][C:21]([O:24][CH3:25])=[CH:20][C:19]=2[N+:26]([O-])=O)[CH:15]=1)(=[O:8])[C:2]1[CH:7]=[CH:6][CH:5]=[CH:4][CH:3]=1.O.C(O)(=O)C.C(=O)([O-])[O-].[Na+].[Na+]>C(O)C.[Fe]>[C:1]([NH:9][C:10]1[CH:11]=[CH:12][C:13]([Cl:30])=[C:14]([NH:16][C:17](=[O:29])[C:18]2[CH:23]=[CH:22][C:21]([O:24][CH3:25])=[CH:20][C:19]=2[NH2:26])[CH:15]=1)(=[O:8])[C:2]1[CH:3]=[CH:4][CH:5]=[CH:6][CH:7]=1 |f:3.4.5|. Reported procedure: Iron powder (2.79 g) was added to a stirred suspension of N-(5-benzamido-2-chlorophenyl)-4-methoxy-2-nitrobenzamide (2.13 g) in a mixture of ethanol (100 ml), water (20 ml) and acetic acid (4 ml). The mixture was stirred and heated to reflux for 6 hours. The mixture was cooled to ambient temperature. Water (50 ml) was added and the resultant mixture was basified by the addition of sodium carbonate. The mixture was filtered and the filtrate was evaporated. The residue was triturated under water. ... Starting materials: NC1=CC(=NN1C)C1=C(C=C(C=C1Cl)C(F)(F)F)Cl (5-amino-3-(2,6-dichloro-4-trifluoromethylphenyl)-1-methylpyrazole), [N+](=O)(O)[O-] (nitric acid), S(O)(O)(=O)=O (sulfuric acid). Solvent: O (water). Conditions: time 10 minute. The product is NC1=C(C(=NN1C)C1=C(C=C(C=C1Cl)C(F)(F)F)Cl)[N+](=O)[O-] (5-amino-3-(2,6-dichloro-4-trifluoromethylphenyl)-1-methyl-4-nitropyrazole), crystals. Isolated yield 35.1%. As a reaction SMILES: [N+:1]([O-:4])(O)=[O:2].S(=O)(=O)(O)O.[NH2:10][C:11]1[N:15]([CH3:16])[N:14]=[C:13]([C:17]2[C:22]([Cl:23])=[CH:21][C:20]([C:24]([F:27])([F:26])[F:25])=[CH:19][C:18]=2[Cl:28])[CH:12]=1>O>[NH2:10][C:11]1[N:15]([CH3:16])[N:14]=[C:13]([C:17]2[C:22]([Cl:23])=[CH:21][C:20]([C:24]([F:25])([F:27])[F:26])=[CH:19][C:18]=2[Cl:28])[C:12]=1[N+:1]([O-:4])=[O:2]. Reported procedure: To 2.8 g of concentrated nitric acid was added dropwise 3.7 g of concentrated sulfuric acid at room temperature, followed by stirring for 10 minutes to obtain a mixed acid solution. A 0.5 g quantity of 5-amino-3-(2,6-dichloro-4-trifluoromethylphenyl)-1-methylpyrazole (13) was added in small portions to the solution at 60° C., and the mixture was stirred at the same temperature for 1 hour. The reaction mixture was added to water, the resulting mixture was extracted with ether, and the aqueous lay...